From a dataset of the Open Reaction Database (ORD), a public repository of structured organic reaction records. describe an organic reaction: reactants, conditions, products, and yield Reactants: C1(=CC=CC=C1)CN1CC(CC1)CNCCC (1-(phenylmethyl)-N-propyl-3-pyrrolidinemethanamine), [H][H] (hydrogen). The reagents and catalysts are [Pd] (palladium on carbon). Solvent: CO (methanol). Product: C(CC)NCC1CNCC1 (N-propyl-3-pyrrolidinemethanamine). Yield: 83.2%. Reaction SMILES: C1(C[N:8]2[CH2:12][CH2:11][CH:10]([CH2:13][NH:14][CH2:15][CH2:16][CH3:17])[CH2:9]2)C=CC=CC=1.[H][H]>[Pd].CO>[CH2:15]([NH:14][CH2:13][CH:10]1[CH2:11][CH2:12][NH:8][CH2:9]1)[CH2:16][CH3:17]. Procedure: A mixture of 14.0 g (60.0 mmole) of 1-(phenylmethyl)-N-propyl-3-pyrrolidinemethanamine, 1.0 g of 20% palladium on carbon and 140 ml of methanol was shaken in an atmosphere of hydrogen at about 50 psi and room temperature for 24 hours. The catalyst was removed by filtering through Celite, the filtrate concentrated and distilled in vacuo to give 7.1 g of N-propyl-3-pyrrolidinemethanamine, bp 49°-50° C./0.25 mm. Solvent: C(C)(=O)OCC (ethyl acetate), C(Cl)Cl (methylene chloride), C(C)N(CC)CC (triethylamine). The product is FC1=C(C=CC(=C1)F)C(CN1N=CN=C1)(C(C)OS(=O)(=O)C)O ((2RS,3RS)-2-(2,4-difluorophenyl)-3-methanesulfonyloxy-1-(1H-1,2,4-triazol-1-yl)-2-butanol). The reactants are O (water), CS(=O)(=O)Cl (methanesulfonyl chloride), FC1=C(C=CC(=C1)F)C(CN1N=CN=C1)(C(C)O)O ((2RS,3RS)-2-(2,4-difluorophenyl)-1-(1H-1,2,4-triazol-1-yl)-2,3-butanediol), resultant solution. Procedure details: (2RS,3RS)-2-(2,4-difluorophenyl)-1-(1H-1,2,4-triazol-1-yl)-2,3-butanediol (11 g) was dissolved in a mixture of ethyl acetate (200 ml) and methylene chloride (50 ml), to which triethylamine (6.21 ml) was added under ice-cooling. Then, methanesulfonyl chloride (3.46 ml) was added dropwise to the mixture over the period of 3 minutes under ice-cooling and stirring. After the addition, the resultant solution was stirred for 45 minutes at room temperature. Thereafter, water (100 ml) was added to the s... Reaction SMILES: [F:1][C:2]1[CH:7]=[C:6]([F:8])[CH:5]=[CH:4][C:3]=1[C:9]([OH:19])([CH:16]([OH:18])[CH3:17])[CH2:10][N:11]1[CH:15]=[N:14][CH:13]=[N:12]1.[CH3:20][S:21](Cl)(=[O:23])=[O:22].O>C(OCC)(=O)C.C(Cl)Cl.C(N(CC)CC)C>[F:1][C:2]1[CH:7]=[C:6]([F:8])[CH:5]=[CH:4][C:3]=1[C:9]([OH:19])([CH:16]([O:18][S:21]([CH3:20])(=[O:23])=[O:22])[CH3:17])[CH2:10][N:11]1[CH:15]=[N:14][CH:13]=[N:12]1. The reactants are O=C(O)C1c2ccccc2Oc2ccccc21, C#Cc1cccc(N)c1. The reagents and catalysts are C1CCC(CC1)N=C=NC2CCCCC2 (DCC). Run in CN(C)C=O (DMF), CN(C)C=O (DMF), CN(C)C=O (DMF), CN(C)C=O (DMF), CN(C)C=O (DMF), CN(C)C=O (DMF). Run at temperature 25 celsius, time 2 hour. Yields the product C#Cc1cccc(NC(=O)C2c3ccccc3Oc3ccccc32)c1. Yield: 16.0%. As a reaction SMILES: C#Cc1cccc(N)c1.O=C(O)C1c2ccccc2Oc2ccccc21.C1CCC(CC1)N=C=NC2CCCCC2.CN(C)C=O>>C#Cc1cccc(NC(=O)C2c3ccccc3Oc3ccccc32)c1. Yields the product COC(CCC\C=C/C[C@H]1[C@@H](C[C@H]([C@@H]1\C=C\[C@H](C(CCCC)F)O)O)Cl)=O ((5Z,13E)-(9R,11R,15R,16RS)-9-Chloro-11,15-dihydroxy-16-fluoro-5,13-prostadienoic Acid Methyl Ester). Conditions: temperature 0 celsius, time 16 hour. RXN SMILES: [CH3:1][O:2][C:3](=[O:39])[CH2:4][CH2:5][CH2:6]/[CH:7]=[CH:8]\[CH2:9][C@@H:10]1[C@@H:14](/[CH:15]=[CH:16]/[C@@H:17]([O:24]C2CCCCO2)[CH:18]([F:23])[CH2:19][CH2:20][CH2:21][CH3:22])[C@H:13]([O:31]C2CCCCO2)[CH2:12][C@@H:11]1O.[N+](=C)=[N-].C1(C)C=CC(S([Cl:52])(=O)=O)=CC=1.N1C=CC=CC=1>C(Cl)Cl>[CH3:1][O:2][C:3](=[O:39])[CH2:4][CH2:5][CH2:6]/[CH:7]=[CH:8]\[CH2:9][C@@H:10]1[C@@H:14](/[CH:15]=[CH:16]/[C@@H:17]([OH:24])[CH:18]([F:23])[CH2:19][CH2:20][CH2:21][CH3:22])[C@H:13]([OH:31])[CH2:12][C@H:11]1[Cl:52]. Reactants: COC(CCC\C=C/C[C@H]1[C@H](C[C@H]([C@@H]1\C=C\[C@H](C(CCCC)F)OC1OCCCC1)OC1OCCCC1)O)=O ((5Z,13E)-(9S,11R,15R,16RS)-9-hydroxy-16-fluoro-11,15-bis(tetrahydropyran-2-yloxy)-5,13-prostadienoic acid methyl ester), 9-tosylate, [N+](=[N-])=C (diazomethane), C1(=CC=C(C=C1)S(=O)(=O)Cl)C (p-toluenesulfonic acid chloride), N1=CC=CC=C1 (pyridine). Reported procedure: A mixture of 1.2 g of (5Z,13E)-(9S,11R,15R,16RS)-9-hydroxy-16-fluoro-11,15-bis(tetrahydropyran-2-yloxy)-5,13-prostadienoic acid methyl ester (prepared from the corresponding acid in methylene chloride with 0.5-molar diazomethane solution at 0° C.), 800 mg of p-toluenesulfonic acid chloride, and 4 ml of pyridine is agitated for 16 hours at 0° C., then for 48 hours at 25° C. The mixture is worked up according to Example 1. Yield: 1.45 g of the 9-tosylate as an oil. Run in C(Cl)Cl (methylene chloride). Starting materials: FC(COCC(OC)=N)(F)F (methyl 2-(2,2,2-trifluoroethoxy)acetimidate), N (ammonia). Solvent: C(C)O (ethanol). Product: FC(COCC(=N)N)(F)F (2-(2,2,2-Trifluoroethoxy)acetamidine). RXN SMILES: [F:1][C:2]([F:11])([F:10])[CH2:3][O:4][CH2:5][C:6](=[NH:9])OC.[NH3:12]>C(O)C>[F:1][C:2]([F:11])([F:10])[CH2:3][O:4][CH2:5][C:6]([NH2:12])=[NH:9]. Reported procedure: Obtained using the procedure described in section b of Example 2, starting with 15.6 g (0.091 mole) of methyl 2-(2,2,2-trifluoroethoxy)acetimidate and 7.7 g (0.455 mole) of ammonia in 225 ml of absolute ethanol. Reaction time: 24 hours. Yld: 14.2 g (quantitative). Reactants: C(C)(C)(C)OC(NCC(C)(C)C1=CC(=CC=C1)CCC1(OC(CC(C1)=O)=O)C1CCCC1)=O ((2-{3-[2-(2-Cyclopentyl-4,6-dioxo-tetrahydro-pyran-2-yl)-ethyl]-phenyl}-2-methyl-propyl)-carbamic acid tert-butyl ester), C(=O)(C(F)(F)F)O.C(Cl)Cl (TFA CH2Cl2). The solvent is C1(=CC=CC=C1)C (Toluene). Yields the product FC(C(=O)O)(F)F.NCC(C)(C)C=1C=C(C=CC1)CCC1(CC(CC(O1)=O)=O)C1CCCC1 (6-{2-[3-(2-Amino-1,1-dimethyl-ethyl)-phenyl]-ethyl}-6-cyclopentyl-dihydro-pyran-2,4-dione trifluoroacetic acid salt). Reaction SMILES: C(OC(=O)[NH:7][CH2:8][C:9]([C:12]1[CH:17]=[CH:16][CH:15]=[C:14]([CH2:18][CH2:19][C:20]2([CH:28]3[CH2:32][CH2:31][CH2:30][CH2:29]3)[CH2:25][C:24](=[O:26])[CH2:23][C:22](=[O:27])[O:21]2)[CH:13]=1)([CH3:11])[CH3:10])(C)(C)C.[C:34]([OH:40])([C:36]([F:39])([F:38])[F:37])=[O:35].C(Cl)Cl>C1(C)C=CC=CC=1>[F:37][C:36]([F:39])([F:38])[C:34]([OH:40])=[O:35].[NH2:7][CH2:8][C:9]([C:12]1[CH:13]=[C:14]([CH2:18][CH2:19][C:20]2([CH:28]3[CH2:32][CH2:31][CH2:30][CH2:29]3)[O:21][C:22](=[O:27])[CH2:23][C:24](=[O:26])[CH2:25]2)[CH:15]=[CH:16][CH:17]=1)([CH3:10])[CH3:11] |f:1.2,4.5|. Reported procedure: (2-{3-[2-(2-Cyclopentyl-4,6-dioxo-tetrahydro-pyran-2-yl)-ethyl]-phenyl}-2-methyl-propyl)-carbamic acid tert-butyl ester (1.80 g, 3.94 mmol), was stirred with 30% TFA/CH2Cl2 (30 mL), for 2 h. The reaction was diluted with Toluene (30 mL) and stripped of all solvents. The crude product was used without further purification. Yield 3.22 g.